This data is from the Open Reaction Database (ORD), a public repository of structured organic reaction records. The task is: describe an organic reaction: reactants, conditions, products, and yield Reactants: Cl.NC=1C2=C(NS(N1)(=O)=O)C=CC=C2OC[C@@H]2[NH2+]CCCC2 ((R)-2-(((4-amino-2,2-dioxido-1H-benzo[c][1,2,6]thiadiazin-5-yl)oxy)methyl)piperidinium hydrochloride), CC=1C=C2C(=CC=NC2=CC1)C(=O)O (6-methylquinoline-4-carboxylic acid). Product: NC=1C2=C(NS(N1)(=O)=O)C=CC=C2OC[C@@H]2N(CCCC2)C(=O)C2=CC=NC1=CC=C(C=C21)C ((R)-(2-(((4-amino-2,2-dioxido-1H-benzo[c][1,2,6]thiadiazin-5-yl)oxy)methyl)piperidin-1-yl)(6-methylquinolin-4-yl)methanone). Reaction SMILES: Cl.[NH2:2][C:3]1[C:4]2[C:14]([O:15][CH2:16][C@H:17]3[CH2:22][CH2:21][CH2:20][CH2:19][NH2+:18]3)=[CH:13][CH:12]=[CH:11][C:5]=2[NH:6][S:7](=[O:10])(=[O:9])[N:8]=1.[CH3:23][C:24]1[CH:25]=[C:26]2[C:31](=[CH:32][CH:33]=1)[N:30]=[CH:29][CH:28]=[C:27]2[C:34](O)=[O:35]>>[NH2:2][C:3]1[C:4]2[C:14]([O:15][CH2:16][C@H:17]3[CH2:22][CH2:21][CH2:20][CH2:19][N:18]3[C:34]([C:27]3[C:26]4[C:31](=[CH:32][CH:33]=[C:24]([CH3:23])[CH:25]=4)[N:30]=[CH:29][CH:28]=3)=[O:35])=[CH:13][CH:12]=[CH:11][C:5]=2[NH:6][S:7](=[O:9])(=[O:10])[N:8]=1 |f:0.1|. Procedure: Prepared as in Example 15 from (R)-2-(((4-amino-2,2-dioxido-1H-benzo[c][1,2,6]thiadiazin-5-yl)oxy)methyl)piperidinium hydrochloride (Example 15a) and 6-methylquinoline-4-carboxylic acid. 1H NMR (400 MHz, DMSO-d6) δ 1.34-1.53 (m, 2H), 1.59-1.86 (m, 4H), 2.01 (s, 3H), 3.01 (m, 1H), 3.20 (m, 1H), 4.19 (dd, 1H, J=10.1, 3.2 Hz), 4.95 (t, 1H, J=10.6 Hz), 5.46 (m, 1H), 6.67 (d, 1H, J=8.1 Hz), 7.01 (d, 1H, J=8.3 Hz,), 7.34 (s, 1H), 7.48-7.56 (m, 2H), 7.60-7.68 (m, 1H), 7.92 (d, 1H, J=8.7 Hz), 7.99 (br s... Product: FC(C(OC(F)(F)F)F)(S(=O)(=O)[O-])F.C(CCC)[N+]1=CN(C=C1)C (1-butyl-3-methylimidazolium 1,1,2-trifluoro-2-(trifluoromethoxy)ethanesulfonate). Starting materials: FC(C(OC(F)(F)F)F)(S(=O)(=O)[O-])F.[K+] (potassium 1,1,2-trifluoro-2-(trifluoromethoxy)ethanesulfonate), [Cl-].C(CCC)[N+]1=CN(C=C1)C (1-Butyl-3-methylimidazolium chloride). Solvent: O (water), O (water). Procedure: 1-Butyl-3-methylimidazolium chloride (Bmim-Cl, 10.0 g) and deionized water (15 ml) were combined at room temperature in a 200 ml flask. At room temperature in a separate 200 ml flask, potassium 1,1,2-trifluoro-2-(trifluoromethoxy)ethanesulfonate (TTES-K, 16.4 g) was dissolved in deionized water (90 ml). These two solutions were combined at room temperature and allowed to stir magnetically for 30 min. under positive nitrogen pressure to give a biphasic mixture with the desired ionic liquid as the... As a reaction SMILES: [Cl-].[CH2:2]([N+:6]1[CH:10]=[CH:9][N:8]([CH3:11])[CH:7]=1)[CH2:3][CH2:4][CH3:5].[F:12][C:13]([F:25])([S:21]([O-:24])(=[O:23])=[O:22])[CH:14]([F:20])[O:15][C:16]([F:19])([F:18])[F:17].[K+]>O>[F:25][C:13]([F:12])([S:21]([O-:24])(=[O:23])=[O:22])[CH:14]([F:20])[O:15][C:16]([F:18])([F:17])[F:19].[CH2:2]([N+:6]1[CH:10]=[CH:9][N:8]([CH3:11])[CH:7]=1)[CH2:3][CH2:4][CH3:5] |f:0.1,2.3,5.6|. Run at time 30 minute. Yield: 67.8%. Reactants: C(O)(O)=O.C(C)OC(=O)C1CCN(CC1)C(=O)N.N(C(=N)N)C1=CC=C(C(=O)NC(CC2=CC(=CC=C2)OC2=CC=CC=C2)C(=O)O)C=C1 (N-(4-guanidinobenzoyl)-3-phenoxy-DL-phenylalanine 4-ethoxycarbonylpiperidinoamide carbonate), C1=CCCCC1 (cyclohexene). Reagents/catalysts: [Pd] (palladium black). Solvent: CO (methanol), CO (methanol). Product: NC[C@@H]1CC[C@H](CC1)C(=O)NC(CC1=CC(=CC=C1)OC1=CC=CC=C1)C(=O)O (N-(trans-4-aminomethylcyclohexylcarbonyl)-3-phenoxy-DL-phenylalanine). The yield is 83.1%. As a reaction SMILES: C(=O)(O)O.C(OC(C1CC[N:13](C(N)=O)[CH2:12]C1)=O)C.N([C:23]1[CH:49]=[CH:48][C:26]([C:27]([NH:29][CH:30]([C:45]([OH:47])=[O:46])[CH2:31][C:32]2[CH:37]=[CH:36][CH:35]=[C:34]([O:38][C:39]3[CH:44]=[CH:43][CH:42]=[CH:41][CH:40]=3)[CH:33]=2)=[O:28])=[CH:25][CH:24]=1)C(N)=N.C1CCCCC=1>CO.[Pd]>[NH2:13][CH2:12][C@H:23]1[CH2:24][CH2:25][C@H:26]([C:27]([NH:29][CH:30]([C:45]([OH:47])=[O:46])[CH2:31][C:32]2[CH:37]=[CH:36][CH:35]=[C:34]([O:38][C:39]3[CH:44]=[CH:43][CH:42]=[CH:41][CH:40]=3)[CH:33]=2)=[O:28])[CH2:48][CH2:49]1 |f:0.1.2|. Procedure details: A solution of the compound (III) (0.62 g), a palladium black (0.15 g), and cyclohexene (2 ml) in methanol (30 ml) was allowed to react under reflux of methanol for 1.5 hours. The reaction mixture was suction filtered while hot to remove the solid materials, followed by concentrating in vacuo. N-(trans-4-aminomethylcyclohexylcarbonyl)-3-phenoxy-DL-phenylalanine (0.30 g) was obtained in the form of a white powder. Starting materials: ClC=1C=C2C(C(=C(OC2=C(C1)C(=O)O)C1=CC=CC=C1)C)=O (6-chloro-3-methylflavone-8-carboxylic acid), C(C)(=O)[O-].[Na+] (sodium acetate), [H][H] (hydrogen). The reagents and catalysts are [C].[Pd] (palladium-carbon). Run in C(C)(C)O (isopropanol). Reaction conditions: time 6 hour. The product is CC1=C(OC2=C(C=CC=C2C1=O)C(=O)O)C1=CC=CC=C1 (3-methylflavone-8-carboxylic acid). Isolated yield 92.8%. As a reaction SMILES: Cl[C:2]1[CH:3]=[C:4]2[C:9](=[C:10]([C:12]([OH:14])=[O:13])[CH:11]=1)[O:8][C:7]([C:15]1[CH:20]=[CH:19][CH:18]=[CH:17][CH:16]=1)=[C:6]([CH3:21])[C:5]2=[O:22].C([O-])(=O)C.[Na+].[H][H]>[C].[Pd].C(O)(C)C>[CH3:21][C:6]1[C:5](=[O:22])[C:4]2[C:9](=[C:10]([C:12]([OH:14])=[O:13])[CH:11]=[CH:2][CH:3]=2)[O:8][C:7]=1[C:15]1[CH:20]=[CH:19][CH:18]=[CH:17][CH:16]=1 |f:1.2,4.5|. Procedure: Into a pressure reactor were placed 3.15 g (0.01 mole) of 6-chloro-3-methylflavone-8-carboxylic acid, 4.0 g (0.03 mole) of sodium acetate, 150 ml of isopropanol and 0.2 g of 5% palladium-carbon catalyst. After the atmosphere was replaced with hydrogen gas, reaction was performed at a pressure of 5.0 kg/cm2G at 70° C. for 6 hours. Then the reaction mixture was treated in the same manner as in Example 13, affording 2.6 g (93%) of 3-methylflavone-8-carboxylic acid which was recrystallized from alco... Reactants: N1C=NC(=C1)CC1CCC=2N(C3=CC=CC=C3C2C)C1=O (8,9-dihydro-7-[(1H-imidazol-4-yl)methyl]-10-methylpyrido[1,2-a]indol-6(7H)-one), [H-].[Na+] (sodium hydride), CI (methyl iodide). The product is CC1=C2N(C3=CC=CC=C13)C(C(CC2)CC=2N=CN(C2)C)=O (8,9-dihydro-10-methyl-7-[(1-methyl-1H-imidazol-4-yl)methyl]pyrido[1,2-a]indol-6(7H)-one). Procedure details: To a solution of 8,9-dihydro-7-[(1H-imidazol-4-yl)methyl]-10-methylpyrido[1,2-a]indol-6(7H)-one (1.4 g) in N,N-dimethylformamide (14 ml) at 5° C. was added sodium hydride (60% in mineral oil) (220 mg). After stirring for 1 hour at 5° C., methyl iodide (852 mg) in dimethylformamide (5 ml) was added dropwise at 5° C. for 10 minutes. The mixture was stirred at 5° C. for 1 hour and at 20° C. for 2 hours. After evaporation of the solvent, the residue was diluted with 5% methanol-chloroform. The organ... Yield: 27.2%. Reaction SMILES: [NH:1]1[CH:5]=[C:4]([CH2:6][CH:7]2[C:20](=[O:21])[N:11]3[C:12]4[C:17]([C:18]([CH3:19])=[C:10]3[CH2:9][CH2:8]2)=[CH:16][CH:15]=[CH:14][CH:13]=4)[N:3]=[CH:2]1.[H-].[Na+].[CH3:24]I>CN(C)C=O>[CH3:19][C:18]1[C:17]2[C:12](=[CH:13][CH:14]=[CH:15][CH:16]=2)[N:11]2[C:20](=[O:21])[CH:7]([CH2:6][C:4]3[N:3]=[CH:2][N:1]([CH3:24])[CH:5]=3)[CH2:8][CH2:9][C:10]=12 |f:1.2|. Run at temperature 5 celsius, time 1 hour. The solvent is CN(C=O)C (N,N-dimethylformamide), CN(C=O)C (dimethylformamide). Reactants: C(=CC1=CC=CC=C1)CC(=S)O (styrylthioacetic acid), ice, C(=CC1=CC=CC=C1)S(=O)(=O)CC(=O)O (styrylsulfonylacetic acid), C(=CC1=CC=CC=C1)CC(=S)O (styrylthioacetic acid). Solvent: C(C)(=O)O (acetic acid), OO (hydrogen peroxide). The product is C(=C/C1=CC=CC=C1)/S(=O)(=O)CC(=O)O ((Z)-styrylsulfonylacetic acid). Reaction SMILES: C(CC(O)=S)=CC1C=CC=CC=1.[CH:13]([S:21]([CH2:24][C:25]([OH:27])=[O:26])(=[O:23])=[O:22])=[CH:14][C:15]1[CH:20]=[CH:19][CH:18]=[CH:17][CH:16]=1>C(O)(=O)C.OO>[CH:13](/[S:21]([CH2:24][C:25]([OH:27])=[O:26])(=[O:22])=[O:23])=[CH:14]/[C:15]1[CH:20]=[CH:19][CH:18]=[CH:17][CH:16]=1. Reported procedure: The styrylthioacetic acid is then oxidized to styrylsulfonylacetic acid as follows. A mixture of styrylthioacetic acid (5 g, 25 mmol) in glacial acetic acid (35 ml) and 30% hydrogen peroxide (15 ml) is heated under reflux for 60 minutes and the mixture is poured onto crushed ice (200 ml) after cooling. The compound separated is filtered and recrystallized from hot water to give white crystalline flakes of (Z)-styrylsulfonylacetic acid; yield 2.4 g (41%); m.p. 150-51 ° C. Reactants: C1(O)=CC(O)=CC=C1 (resorcinol), COC1=CC=C(C(=O)Cl)C=C1 (4-methoxybenzoyl chloride), OC1=C(C=CC(=C1)O)C(=O)C1=CC=C(C=C1)OC ((2,4-dihydroxyphenyl)(4-methoxyphenyl)methanone), CI (methyl iodide). The product is OC1=C(C=CC(=C1)OC)C(=O)C1=CC=C(C=C1)OC ((2-Hydroxy-4-methoxyphenyl) (4-methoxyphenyl)methanone). Reaction SMILES: [C:1]1(C=CC=C(O)C=1)O.COC1C=CC(C(Cl)=O)=CC=1.[OH:20][C:21]1[CH:26]=[C:25]([OH:27])[CH:24]=[CH:23][C:22]=1[C:28]([C:30]1[CH:35]=[CH:34][C:33]([O:36][CH3:37])=[CH:32][CH:31]=1)=[O:29].CI>>[OH:20][C:21]1[CH:26]=[C:25]([O:27][CH3:1])[CH:24]=[CH:23][C:22]=1[C:28]([C:30]1[CH:35]=[CH:34][C:33]([O:36][CH3:37])=[CH:32][CH:31]=1)=[O:29]. Procedure: Synthesized from resorcinol and 4-methoxybenzoyl chloride according to an analogous synthetic method to Preparation Example 66, (2,4-dihydroxyphenyl)(4-methoxyphenyl)methanone (9.7 g) and methyl iodide (13.1 g) were used according to an analogous synthetic method to Example 383 to provide the title compound (7.0 g). Reactants: CC(C)(C)OC(=O)NC(C(=O)O)C1CCCC1, CN1CCOCC1, COC(=O)C1CCC(C#C[Si](C)(C)C)N1, CCN=C=NCCCN(C)C, CN(C)c1ccncc1, CCOC(C)=O, C1CCC(NC2CCCCC2)CC1, ClCCl, Cl. The product is COC(=O)C1CCC(C#C[Si](C)(C)C)N1C(=O)C(NC(=O)OC(C)(C)C)C1CCCC1. As a reaction SMILES: [C:48]([CH3:49])([CH3:50])([CH3:51])[O:52][C:53](=[O:54])[NH:55][CH:56]([C:57](=[O:58])[OH:59])[CH:60]1[CH2:61][CH2:62][CH2:63][CH2:64]1.[CH3:16][N:17]1[CH2:18][CH2:19][O:20][CH2:21][CH2:22]1.[CH3:1][Si:2]([CH3:3])([CH3:4])[C:5]#[C:6][CH:7]1[CH2:8][CH2:9][CH:10]([C:12](=[O:13])[O:14][CH3:15])[NH:11]1.[CH3:24][N:25]([CH3:26])[CH2:27][CH2:28][CH2:29][N:30]=[C:31]=[N:32][CH2:33][CH3:34].[CH3:68][N:69]([CH3:70])[c:71]1[cH:72][cH:73][n:74][cH:75][cH:76]1.[CH3:77][CH2:78][O:79][C:80](=[O:81])[CH3:82].[CH:35]1([NH:36][CH:37]2[CH2:38][CH2:39][CH2:40][CH2:41][CH2:42]2)[CH2:43][CH2:44][CH2:45][CH2:46][CH2:47]1.[Cl:65][CH2:66][Cl:67].[ClH:23]>>[CH3:1][Si:2]([CH3:3])([CH3:4])[C:5]#[C:6][CH:7]1[CH2:8][CH2:9][CH:10]([C:12](=[O:13])[O:14][CH3:15])[N:11]1[C:57]([CH:56]([NH:55][C:53]([O:52][C:48]([CH3:49])([CH3:50])[CH3:51])=[O:54])[CH:60]1[CH2:61][CH2:62][CH2:63][CH2:64]1)=[O:58]. Reported procedure: A mixture of methyl 4-[3-(2-(3-nitrophenylmethyloxy)-phenyl)propyl]benzoate (0.25 g), tin (II) chloride dihydrate (0.7 g) in ethanol (10 ml) was heated at 70° C. for 45 minutes, cooled and poured onto ice. The pH of the solution was adjusted to 8 with sodium bicarbonate and extracted with ethyl acetate (2×50 ml). The combined organics were washed with brine (50 ml), dried (magnesium sulphate), filtered and evaporated. The residue was purified by subjecting to chromatography on silica gel using e... Reactants: [N+](=O)([O-])C=1C=C(C=CC1)COC1=C(C=CC=C1)CCCC1=CC=C(C(=O)OC)C=C1 (methyl 4-[3-(2-(3-nitrophenylmethyloxy)-phenyl)propyl]benzoate), O.O.[Sn](Cl)Cl (tin (II) chloride dihydrate), C(C)O (ethanol), C([O-])(O)=O.[Na+] (sodium bicarbonate). Reaction conditions: temperature 70 celsius. Reaction SMILES: [N+:1]([C:4]1[CH:5]=[C:6]([CH2:10][O:11][C:12]2[CH:17]=[CH:16][CH:15]=[CH:14][C:13]=2[CH2:18][CH2:19][CH2:20][C:21]2[CH:30]=[CH:29][C:24]([C:25]([O:27][CH3:28])=[O:26])=[CH:23][CH:22]=2)[CH:7]=[CH:8][CH:9]=1)([O-])=O.O.O.[Sn](Cl)Cl.C(=O)(O)[O-].[Na+].[CH2:41]([OH:43])[CH3:42]>>[CH3:42][C:41]([NH:1][C:4]1[CH:5]=[C:6]([CH2:10][O:11][C:12]2[CH:17]=[CH:16][CH:15]=[CH:14][C:13]=2[CH2:18][CH2:19][CH2:20][C:21]2[CH:30]=[CH:29][C:24]([C:25]([O:27][CH3:28])=[O:26])=[CH:23][CH:22]=2)[CH:7]=[CH:8][CH:9]=1)=[O:43] |f:1.2.3,4.5|. Yields the product CC(=O)NC=1C=C(C=CC1)COC1=C(C=CC=C1)CCCC1=CC=C(C(=O)OC)C=C1 (Methyl 4-[3-(2-(3-methylcarbonylaminophenylmethyloxy)-phenyl) propyl]benzoate).